From a dataset of the Open Reaction Database (ORD), a public repository of structured organic reaction records. describe an organic reaction: reactants, conditions, products, and yield The reactants are C[O-].[Na+] (sodium methylate), ClC(C(C1=CC=C(C=C1)F)(C1=C(C=CC=C1)F)Cl)N1N=CN=C1 (1,2-dichloro-1-(1,2,4-triazol-1-yl)-2-(2-fluorophenyl)-2-(4-fluorophenyl)-ethane), O (water). The solvent is CO (methanol). Product: ClC(C(C1=CC=C(C=C1)F)C1=C(C=CC=C1)F)N1N=CN=C1 (1-chloro-1-(1,2,4-triazol-1-yl)-2-(2-fluorophenyl)-2-(4-fluorophenyl)-ethane). Yield: 96.4%. RXN SMILES: C[O-].[Na+].[Cl:4][CH:5]([N:22]1[CH:26]=[N:25][CH:24]=[N:23]1)[C:6](Cl)([C:14]1[CH:19]=[CH:18][CH:17]=[CH:16][C:15]=1[F:20])[C:7]1[CH:12]=[CH:11][C:10]([F:13])=[CH:9][CH:8]=1.O>CO>[Cl:4][CH:5]([N:22]1[CH:26]=[N:25][CH:24]=[N:23]1)[CH:6]([C:14]1[CH:19]=[CH:18][CH:17]=[CH:16][C:15]=1[F:20])[C:7]1[CH:12]=[CH:11][C:10]([F:13])=[CH:9][CH:8]=1 |f:0.1|. Procedure details: 5.4 g of sodium methylate are added to a solution of 17.8 g (0.0503 mol) of 1,2-dichloro-1-(1,2,4-triazol-1-yl)-2-(2-fluorophenyl)-2-(4-fluorophenyl)-ethane in 125 ml of methanol. After the reaction mixture has been refluxed for one hour, 100 ml of water are added to the solution, which is then extracted several times by shaking with methyl tert-butyl ether. The organic phase isolated is washed twice with water, dried over sodium sulfate and evaporated down, 15.5 g (97%) of 1-chloro-1-(1,2,4-tri... The reactants are C1=NC=CC=2C(=CC=CC12)S(=O)(=O)O (5-isoquinolinesulfonic acid), P(Cl)(Cl)(Cl)(Cl)Cl (phosphorus pentachloride). Solvent: P(=O)(Cl)(Cl)Cl (phosphorus oxychloride), C(Cl)(Cl)Cl (chloroform). Reaction conditions: temperature 120 celsius. Yields the product C1=NC=CC=2C(=CC=CC12)S(=O)(=O)Cl (5-Isoquinolinesulfonyl chloride). The yield is 96.6%. Reaction SMILES: [CH:1]1[C:10]2[CH:9]=[CH:8][CH:7]=[C:6]([S:11]([OH:14])(=O)=[O:12])[C:5]=2[CH:4]=[CH:3][N:2]=1.P(Cl)(Cl)(Cl)(Cl)[Cl:16]>P(Cl)(Cl)(Cl)=O.C(Cl)(Cl)Cl>[CH:1]1[C:10]2[CH:9]=[CH:8][CH:7]=[C:6]([S:11]([Cl:16])(=[O:14])=[O:12])[C:5]=2[CH:4]=[CH:3][N:2]=1. Procedure details: A mixture of 5-isoquinolinesulfonic acid (4.18 g, 20 mmol), and phosphorus pentachloride (6.24 g, 30 mmol) in phosphorus oxychloride (20 mL) was heated at 120° C. for two days. The reaction mixture was cooled to ambient temperature and diluted with dry chloroform (60 mL). The white precipitate was collected, washed with dry chloroform and dried under high vacuum to give the title compound as a white solid (4.40 g, 83%) which was used for the next step without further purification. 1H-NMR (300 MH... Starting materials: C1CCOC1, COc1ccc(CN)cc1, Clc1nc(Cl)nc(Cl)n1. The product is COc1ccc(CNc2nc(Cl)nc(Cl)n2)cc1. Reaction SMILES: [CH2:20]1[O:21][CH2:22][CH2:23][CH2:24]1.[CH3:10][O:11][c:12]1[cH:13][cH:14][c:15]([CH2:16][NH2:17])[cH:18][cH:19]1.[Cl:1][c:2]1[n:3][c:4]([Cl:5])[n:6][c:7]([Cl:8])[n:9]1>>[c:2]1([NH:17][CH2:16][c:15]2[cH:14][cH:13][c:12]([O:11][CH3:10])[cH:19][cH:18]2)[n:3][c:4]([Cl:5])[n:6][c:7]([Cl:8])[n:9]1.